This data is from the Open Reaction Database (ORD), a public repository of structured organic reaction records. The task is: describe an organic reaction: reactants, conditions, products, and yield Starting materials: S([O-])(O)=O.[Na+] (sodium bisulfite), 3A, alcohol, acid chloride, C=C (ethylene), [Br-].[Al+3].[Br-].[Br-] (aluminum bromide), C([O-])([O-])=O.[K+].[K+] (potassium carbonate), CCOCC (ether), S([O-])(O)=O (bisulfite), CSC1=CC=C(C=C1)CC(=O)O (4-methylthiophenylacetic acid), S(=O)(Cl)Cl (thionyl chloride). The reagents and catalysts are CN(C=O)C (dimethylformamide). The solvent is O (water), C(Cl)Cl (methylene chloride), O (Water), C(Cl)Cl (methylene chloride), 3A, alcohol, O (water). Conditions: temperature 35 celsius, time 2.5 hour. Product: CC=1C=C2CCC(CC2=CC1)=S (6-methylthio-2-tetralone). The yield is 48.0%. Reaction SMILES: C[S:2][C:3]1[CH:8]=[CH:7][C:6]([CH2:9][C:10](O)=O)=[CH:5][CH:4]=1.S(Cl)(Cl)=O.[CH2:17]=C.[Br-].[Al+3].[Br-].[Br-].S(=O)(O)[O-].[Na+].S(=O)(O)[O-].C(=O)([O-])[O-].[K+].[K+].[CH3:38][CH2:39]OCC>C(Cl)Cl.O.CN(C)C=O>[CH3:17][C:10]1[CH:9]=[C:6]2[C:7](=[CH:38][CH:39]=1)[CH2:8][C:3](=[S:2])[CH2:4][CH2:5]2 |f:3.4.5.6,7.8,10.11.12|. Procedure: A solution of 4-methylthiophenylacetic acid (10 grams, 54.8 mmol) and dimethylformamide (0.1 grams, 1.37 mmol) in methylene chloride (50 mL) at 35° C. was treated with thionyl chloride (4.4 mL, 60.25 mmol). The solution was maintained at 35° C. for 30 minutes, after which the solvent was removed by distillation at reduced pressure and replaced with fresh methylene chloride (50 mL). The acid chloride solution and ethylene (4.6 grams, 164 mmol) were introduced simultaneously over 25 minutes to a s... Reactants: pyridinium salt, C1=C(C=CC2=CC=CC=C12)C(=O)C=CC(=O)O (β-(2-naphthoyl)acrylic acid), C(C)(=O)[O-].[NH4+] (ammonium acetate). The solvent is CO (methanol). Yields the product CC1=CC=C(C=C1)C1=NC(=CC(=C1)C(=O)O)C1=CC2=CC=CC=C2C=C1 (2-(4-methylphenyl)-6-(2-naphthalenyl)-4-pyridinecarboxylic acid). As a reaction SMILES: [CH:1]1[C:10]2[C:5](=[CH:6][CH:7]=[CH:8][CH:9]=2)[CH:4]=[CH:3][C:2]=1[C:11]([CH:13]=[CH:14][C:15]([OH:17])=[O:16])=O.[C:18]([O-])(=O)[CH3:19].[NH4+:22]>CO>[CH3:11][C:2]1[CH:3]=[CH:4][C:5]([C:18]2[CH:19]=[C:14]([C:15]([OH:17])=[O:16])[CH:13]=[C:11]([C:2]3[CH:3]=[CH:4][C:5]4[C:10](=[CH:9][CH:8]=[CH:7][CH:6]=4)[CH:1]=3)[N:22]=2)=[CH:10][CH:1]=1 |f:1.2|. Reported procedure: A mixture of 2.92 g (0.01 mole) of the appropriate pyridinium salt, 2.26 g (0.01 mole) of β-(2-naphthoyl)acrylic acid and 8.5 g of ammonium acetate in 20 ml of methanol is heated at reflux for 6 hr. The mixture is concentrated and the residue is diluted with water and extracted with methylene chloride. The organic layer is concentrated and the residue is chromatographed on silica gel using 5% methanol-1% acetic acid-94% methylene chloride. The product is recrystallized from ethanol yielding 1.14... The reactants are ClCCl, Cc1ccccc1, COc1ccc(C(O)CCCc2ccccc2)cc1C, [Cl-], [Cl-], [Cl-], [Cl-], [Ti+4]. Yields the product COc1ccc(C2CCCc3ccccc32)cc1C. RXN SMILES: [CH2:28]([Cl:29])[Cl:30].[CH3:1][c:2]1[cH:3][cH:4][cH:5][cH:6][cH:7]1.[CH3:8][c:9]1[c:10]([O:26][CH3:27])[cH:11][cH:12][c:13]([CH:15]([CH2:16][CH2:17][CH2:18][c:19]2[cH:20][cH:21][cH:22][cH:23][cH:24]2)[OH:25])[cH:14]1.[Cl-:31].[Cl-:32].[Cl-:33].[Cl-:34].[Ti+4:35]>>[CH3:8][c:9]1[c:10]([O:26][CH3:27])[cH:11][cH:12][c:13]([CH:15]2[CH2:16][CH2:17][CH2:18][c:19]3[cH:20][cH:21][cH:22][cH:23][c:24]32)[cH:14]1. RXN SMILES: [Br:1][C:2]1[C:10]2[N:9]=[N:8][NH:7][C:6]=2[C:5]([Cl:11])=[C:4]([Br:12])[C:3]=1[Cl:13].Br[C:15]1[C:23]2[N:22]=N[NH:20][C:19]=2C(Cl)=CC=1Cl.Cl[C:27]1C=C(Cl)C2NN=NC=2C=1>>[NH2:22][C:23]([CH3:15])([CH2:27][N:8]1[N:7]=[C:6]2[C:5]([Cl:11])=[C:4]([Br:12])[C:3]([Cl:13])=[C:2]([Br:1])[C:10]2=[N:9]1)[C:19]#[N:20]. Procedure: 2-Amino-3-(4,6-dibromo-5,7-dichloro-2H-benzotriazol-2-yl)-2-methylpropionitrile was prepared using a procedure similar to that described in Example 1, part a and b, except starting from 4,6-dibromo-5,7-dichloro-1H-benzotriazole that was prepared along with 4-bromo-5,7-dichloro-1H-benzotriazole described in Example 55 using a procedure similar to that described in Example 53 except using 5,7-dichloro-1H-benzotriazole described in Example 15. Starting materials: BrC1=C(C(=C(C=2NN=NC21)Cl)Br)Cl (4,6-dibromo-5,7-dichloro-1H-benzotriazole), BrC1=C(C=C(C=2NN=NC21)Cl)Cl (4-bromo-5,7-dichloro-1H-benzotriazole), ClC1=CC2=C(NN=N2)C(=C1)Cl (5,7-dichloro-1H-benzotriazole). Product: NC(C#N)(CN1N=C2C(=N1)C(=C(C(=C2Br)Cl)Br)Cl)C (2-Amino-3-(4,6-dibromo-5,7-dichloro-2H-benzotriazol-2-yl)-2-methylpropionitrile). Reactants: C(#N)C=1C=C(C=C(C1OCC1=CC=CC=C1)F)B(O)O ((3-Cyano-4-benzyloxy-5-fluorophenyl)boronic acid), BrC1=CC=C(S1)C(=O)OC (methyl 5-bromothiophene-2-carboxylate), C([O-])([O-])=O.[Na+].[Na+] (sodium carbonate). Reagents/catalysts: C=1C=CC(=CC1)[P](C=2C=CC=CC2)(C=3C=CC=CC3)[Pd]([P](C=4C=CC=CC4)(C=5C=CC=CC5)C=6C=CC=CC6)([P](C=7C=CC=CC7)(C=8C=CC=CC8)C=9C=CC=CC9)[P](C=1C=CC=CC1)(C=1C=CC=CC1)C=1C=CC=CC1 (tetrakis(triphenylphosphine)palladium). Solvent: C1(=CC=CC=C1)C (toluene). Product: C(#N)C=1C=C(C=C(C1OCC1=CC=CC=C1)F)C1=CC=C(S1)C(=O)OC (methyl 5-(3-cyano-4-benzyloxy-5-fluorophenyl)thiophene-2-carboxylate). Reaction SMILES: [C:1]([C:3]1[CH:4]=[C:5](B(O)O)[CH:6]=[C:7]([F:17])[C:8]=1[O:9][CH2:10][C:11]1[CH:16]=[CH:15][CH:14]=[CH:13][CH:12]=1)#[N:2].Br[C:22]1[S:26][C:25]([C:27]([O:29][CH3:30])=[O:28])=[CH:24][CH:23]=1.C(=O)([O-])[O-].[Na+].[Na+]>C1(C)C=CC=CC=1.C1C=CC([P]([Pd]([P](C2C=CC=CC=2)(C2C=CC=CC=2)C2C=CC=CC=2)([P](C2C=CC=CC=2)(C2C=CC=CC=2)C2C=CC=CC=2)[P](C2C=CC=CC=2)(C2C=CC=CC=2)C2C=CC=CC=2)(C2C=CC=CC=2)C2C=CC=CC=2)=CC=1>[C:1]([C:3]1[CH:4]=[C:5]([C:22]2[S:26][C:25]([C:27]([O:29][CH3:30])=[O:28])=[CH:24][CH:23]=2)[CH:6]=[C:7]([F:17])[C:8]=1[O:9][CH2:10][C:11]1[CH:16]=[CH:15][CH:14]=[CH:13][CH:12]=1)#[N:2] |f:2.3.4,^1:47,49,68,87|. Procedure: (3-Cyano-4-benzyloxy-5-fluorophenyl)boronic acid and methyl 5-bromothiophene-2-carboxylate were dissolved in a mixed solution of toluene and a 2 M aqueous sodium carbonate solution and the whole was heated and refluxed for 3 hours in the presence of tetrakis(triphenylphosphine)palladium to obtain methyl 5-(3-cyano-4-benzyloxy-5-fluorophenyl)thiophene-2-carboxylate. F: 368. Starting materials: C(C)(=O)OC1=NC=C(C=C1C)OC (2-acetoxy-methyl-5-methoxy-pyridine), [OH-].[K+] (potassium hydroxide). The solvent is CO (methanol). Product: OC1=NC=C(C=C1C)OC (2-hydroxy-methyl-5-methoxy-pyridine), C(C)(=O)OCC (ethyl acetate). Yield: 197.9%. RXN SMILES: [C:1]([O:4][C:5]1[C:10]([CH3:11])=[CH:9][C:8]([O:12][CH3:13])=[CH:7][N:6]=1)(=[O:3])[CH3:2].[OH-].[K+]>CO>[OH:4][C:5]1[C:10]([CH3:11])=[CH:9][C:8]([O:12][CH3:13])=[CH:7][N:6]=1.[C:1]([O:4][CH2:5][CH3:10])(=[O:3])[CH3:2] |f:1.2|. Reported procedure: To a stirred solution of 2-acetoxy-methyl-5-methoxy-pyridine (1.41 g, 7.8 mmol) in methanol (30 mL) was added excess potassium hydroxide (1.6 g), and the mixture was refluxed for 2 hours. The solvent was removed in vacuo, and the residue was purified by column chromatography eluting with a heptane to ethyl acetate gradient. The extremely volatile 2-hydroxy-methyl-5-methoxy-pyridine was obtained as a solution in ethyl acetate (0.68 g, 63% yield). The reactants are C(C)(C)(C)OC(NC=1OCC[C@@](N1)(CC)C1=C(C=CC(=C1)N)F)=O ([(S)-4-(5-amino-2-fluoro-phenyl)-4-ethyl-5,6-dihydro-4H-[1,3]oxazin-2-yl]-carbamic acid tert-butyl ester), F2, ClC=1C=CC(=NC1)C(=O)O (5-chloro-pyridine-2-carboxylic acid). Product: NC=1OCC[C@@](N1)(CC)C=1C=C(C=CC1F)NC(=O)C1=NC=C(C=C1)Cl (5-Chloro-pyridine-2-carboxylic acid [3-((S)-2-amino-4-ethyl-5,6-dihydro-4H-[1,3]oxazin-4-yl)-4-fluoro-phenyl]-amide). RXN SMILES: C(OC(=O)[NH:7][C:8]1[O:9][CH2:10][CH2:11][C@:12]([C:16]2[CH:21]=[C:20]([NH2:22])[CH:19]=[CH:18][C:17]=2[F:23])([CH2:14][CH3:15])[N:13]=1)(C)(C)C.[Cl:25][C:26]1[CH:27]=[CH:28][C:29]([C:32](O)=[O:33])=[N:30][CH:31]=1>>[NH2:7][C:8]1[O:9][CH2:10][CH2:11][C@:12]([C:16]2[CH:21]=[C:20]([NH:22][C:32]([C:29]3[CH:28]=[CH:27][C:26]([Cl:25])=[CH:31][N:30]=3)=[O:33])[CH:19]=[CH:18][C:17]=2[F:23])([CH2:14][CH3:15])[N:13]=1. Reported procedure: The coupling of [(S)-4-(5-amino-2-fluoro-phenyl)-4-ethyl-5,6-dihydro-4H-[1,3]oxazin-2-yl]-carbamic acid tert-butyl ester from experiment F2 (R3=Et) and 5-chloro-pyridine-2-carboxylic acid followed by deprotection using procedure H yielded the title compound. Starting materials: C(C)C1=NNC(=C1OC=1C=C(C#N)C=CC1)CC (3-[(3,5-Diethyl-1H-pyrazol-4-yl)oxy]benzonitrile), Cl.ClCCN (2-chloroethylamine hydrochloride). Run in C(O)([O-])=O.[Na+] (sodium hydrogencarbonate). Yields the product ClCCl.CO.N (dichloromethane methanol ammonia), NCCN1N=C(C(=C1CC)OC=1C=C(C#N)C=CC1)CC (3-{[1-(2-Aminoethyl)-3,5-diethyl-1H-pyrazol-4-yl]oxy}benzonitrile). Isolated yield 105.2%. RXN SMILES: [CH2:1]([C:3]1[C:7]([O:8][C:9]2[CH:10]=[C:11]([CH:14]=[CH:15][CH:16]=2)[C:12]#[N:13])=[C:6]([CH2:17][CH3:18])[NH:5][N:4]=1)[CH3:2].[ClH:19].[Cl:20][CH2:21][CH2:22][NH2:23]>C(=O)([O-])O.[Na+]>[Cl:19][CH2:21][Cl:20].[CH3:7][OH:8].[NH3:4].[NH2:23][CH2:22][CH2:21][N:4]1[C:3]([CH2:1][CH3:2])=[C:7]([O:8][C:9]2[CH:10]=[C:11]([CH:14]=[CH:15][CH:16]=2)[C:12]#[N:13])[C:6]([CH2:17][CH3:18])=[N:5]1 |f:1.2,3.4,5.6.7|. Procedure: The pyrazole of Example 60 (200 mg, 0.829 mmol) and 2-chloroethylamine hydrochloride (144 mg, 1.24 mmol) were heated as a melt at 150° C. for 17 hours. After cooling the solid was dissolved in saturated aqueous sodium hydrogencarbonate (15 ml) and extracted with dichloromethane (2×10 ml). The combined organic phases were washed with 2M aqueous hydrochloric acid (20 ml) and the aqueous layer was neutralised with solid sodium carbonate and extracted with dichloromethane (3×10 ml). The combined org... As a reaction SMILES: C(=O)(OC(C)(C)C)N.[CH3:9][O:10][C:11]([C:13]1[CH:18]=[CH:17][C:16]([C:19]2([NH:22][C:23]([C@H:25]3[CH2:31][CH2:30][CH:29]4[CH:27]([CH2:28]4)[N:26]3C(OC(C)(C)C)=O)=[O:24])[CH2:21][CH2:20]2)=[CH:15][CH:14]=1)=[O:12]>>[CH:27]12[CH2:28][CH:29]1[CH2:30][CH2:31][C@H:25]([C:23]([NH:22][C:19]1([C:16]3[CH:15]=[CH:14][C:13]([C:11]([O:10][CH3:9])=[O:12])=[CH:18][CH:17]=3)[CH2:20][CH2:21]1)=[O:24])[NH:26]2. The yield is 94.2%. The product is C12N[C@H](CCC2C1)C(=O)NC1(CC1)C1=CC=C(C(=O)OC)C=C1 (methyl 4-(1-((3R)-2-azabicyclo[4.1.0]heptane-3-carboxamido)cyclopropyl)benzoate). Reported procedure: The title compound (D101) (20 mg) was prepared according to the general procedure for t-Butyl carbamate (Boc) cleavage starting from (3R)-tert-butyl 3-((1-(4-(methoxycarbonyl)phenyl)cyclopropyl)carbamoyl)-2-azabicyclo[4.1.0]heptane-2-carboxylate (D70) (28 mg). Starting materials: C(N)(OC(C)(C)C)=O (t-Butyl carbamate), COC(=O)C1=CC=C(C=C1)C1(CC1)NC(=O)[C@@H]1N(C2CC2CC1)C(=O)OC(C)(C)C ((3R)-tert-butyl 3-((1-(4-(methoxycarbonyl)phenyl)cyclopropyl)carbamoyl)-2-azabicyclo[4.1.0]heptane-2-carboxylate).